Task: describe an organic reaction: reactants, conditions, products, and yield. Dataset: the Open Reaction Database (ORD), a public repository of structured organic reaction records Yields the product C(C)OC(=O)CCCCN1C(=CC2=CC=CC=C12)C(=O)O (1-(4-ethoxycarbonylbutyl)indole-2-carboxylic acid). As a reaction SMILES: [CH2:1]([O:3][C:4]([CH2:6][CH2:7][CH2:8][CH2:9][N:10]1[C:18]2[C:13](=[CH:14][CH:15]=[CH:16][CH:17]=2)[CH:12]=[C:11]1[C:19]([O:21]CC1C=CC=CC=1)=[O:20])=[O:5])[CH3:2].[H][H]>C(O)C.[Pd]>[CH2:1]([O:3][C:4]([CH2:6][CH2:7][CH2:8][CH2:9][N:10]1[C:18]2[C:13](=[CH:14][CH:15]=[CH:16][CH:17]=2)[CH:12]=[C:11]1[C:19]([OH:21])=[O:20])=[O:5])[CH3:2]. Procedure details: Benzyl 1-(4-ethoxycarbonylbutyl)indole-2-carboxylate (12.44 g) was dissolved in ethanol (120 ml). The mixture was subjected to catalytic reduction by blowing a hydrogen gas in the presence of 10% palladium/carbon. The reaction mixture was filtered through Celite to remove catalyst. The solvent was evaporated, and the residue was purified by silica gel column chromatography using a mixed solvent of ethyl acetate and hexane as an eluent to give 2.19 g of 1-(4-ethoxycarbonylbutyl)indole-2-carboxyli... The reactants are C(C)OC(=O)CCCCN1C(=CC2=CC=CC=C12)C(=O)OCC1=CC=CC=C1 (Benzyl 1-(4-ethoxycarbonylbutyl)indole-2-carboxylate), [H][H] (hydrogen). Solvent: C(C)O (ethanol). Reagents/catalysts: [Pd] (palladium/carbon). Isolated yield 23.1%.